Dataset: the Open Reaction Database (ORD), a public repository of structured organic reaction records. Task: describe an organic reaction: reactants, conditions, products, and yield Starting materials: ClC1=C(C=CC=C1)N=NC=1NC=CN1 (2-((2-Chlorophenyl)azo)imidazole), CI (methyl iodide), C(OC)COC (glyme). The product is [I-].ClC1=C(C=CC=C1)N=NC1N(C=CN1C)C (2-((2-chlorophenyl)azo)-1,3-dimethylimidazole iodide). Isolated yield 60.8%. RXN SMILES: [Cl:1][C:2]1[CH:7]=[CH:6][CH:5]=[CH:4][C:3]=1[N:8]=[N:9][C:10]1[NH:11][CH:12]=[CH:13][N:14]=1.C[I:16].[CH2:17]([CH2:20]OC)OC>>[I-:16].[Cl:1][C:2]1[CH:7]=[CH:6][CH:5]=[CH:4][C:3]=1[N:8]=[N:9][CH:10]1[N:11]([CH3:12])[CH:20]=[CH:17][N:14]1[CH3:13] |f:3.4|. Procedure details: 2-((2-Chlorophenyl)azo)imidazole (20.6 grams; 0.1 mole) was refluxed with 50 cc of methyl iodide in 100 milliters of glyme for 2.0 hours to give 22.0 grams (60.8 percent of theoretical) of 2-((2-chlorophenyl)azo)-1,3-dimethylimidazole iodide melting at 212°-215° C. Reactants: CC1=NOC(=C1CN1N=CC(=C1)N1C(NC(C1=O)(C)C)=O)C (3-(1-((3,5-dimethylisoxazol-4-yl)methyl)-1H-pyrazol-4-yl)-5,5-dimethylimidazolidine-2,4-dione), BrCC1=CC=C(C=C1)OC (1-(bromomethyl)-4-methoxybenzene), gel. The product is CC1=NOC(=C1CN1N=CC(=C1)N1C(N(C(C1=O)(C)C)CC1=CC=C(C=C1)OC)=O)C (3-(1-((3,5-dimethylisoxazol-4-yl)methyl)-1H-pyrazol-4-yl)-1-(4-methoxybenzyl)-5,5-dimethylimidazolidine-2,4-dione). Yield: 35.0%. RXN SMILES: [CH3:1][C:2]1[C:6]([CH2:7][N:8]2[CH:12]=[C:11]([N:13]3[C:17](=[O:18])[C:16]([CH3:20])([CH3:19])[NH:15][C:14]3=[O:21])[CH:10]=[N:9]2)=[C:5]([CH3:22])[O:4][N:3]=1.Br[CH2:24][C:25]1[CH:30]=[CH:29][C:28]([O:31][CH3:32])=[CH:27][CH:26]=1>>[CH3:1][C:2]1[C:6]([CH2:7][N:8]2[CH:12]=[C:11]([N:13]3[C:17](=[O:18])[C:16]([CH3:19])([CH3:20])[N:15]([CH2:24][C:25]4[CH:30]=[CH:29][C:28]([O:31][CH3:32])=[CH:27][CH:26]=4)[C:14]3=[O:21])[CH:10]=[N:9]2)=[C:5]([CH3:22])[O:4][N:3]=1. Reported procedure: Prepared as in Example 12-16 from 3-(1-((3,5-dimethylisoxazol-4-yl)methyl)-1H-pyrazol-4-yl)-5,5-dimethylimidazolidine-2,4-dione (Example 12-16a) and 1-(bromomethyl)-4-methoxybenzene. Yield 35%, colorless gel (195 mg, 35%). 1H NMR (DMSO-d6, 400 MHz): □s, 6H), 2.14 (s, 3H), 2.40 (s, 3H), 3.71 (s, 3H), 4.48 (s, 2H), 5.18 (s, 2H) 6.87 (d, J=8.8 Hz, 2H), 7.31 (d, J=8.4 Hz, 2H), 7.80 (s, 1H), 8.18 (s, 1H). MS 424 (MH+). The title compound was shown to inhibit hT2R08 bitter receptor and had an IC50 of ... Starting materials: OC1=CC=C(C(CC2C(CCCC2)=O)=O)C=C1 (2-(p-hydroxyphenacyl)cyclohexanone), NC1=CC=C(C(C(=O)O)=C1)O (5-aminosalicylic acid), solid. Solvent: C(C)(=O)O (acetic acid). Yields the product C(=O)(O)C=1C=C(C=CC1O)N1C(=CC=2CCCCC12)C1=CC=C(C=C1)O (1-(3-Carboxy-4-hydroxyphenyl)-2-(4-hydroxyphenyl)-4,5,6,7-tetrahydroindole). RXN SMILES: [OH:1][C:2]1[CH:17]=[CH:16][C:5]([C:6](=O)[CH2:7][CH:8]2[CH2:13][CH2:12][CH2:11][CH2:10][C:9]2=O)=[CH:4][CH:3]=1.[NH2:18][C:19]1[CH:27]=[C:23]([C:24]([OH:26])=[O:25])[C:22]([OH:28])=[CH:21][CH:20]=1>C(O)(=O)C>[C:24]([C:23]1[CH:27]=[C:19]([N:18]2[C:9]3[CH2:10][CH2:11][CH2:12][CH2:13][C:8]=3[CH:7]=[C:6]2[C:5]2[CH:16]=[CH:17][C:2]([OH:1])=[CH:3][CH:4]=2)[CH:20]=[CH:21][C:22]=1[OH:28])([OH:26])=[O:25]. Procedure: A mixture of 11.5 g. (0.05 mole) of 2-(p-hydroxyphenacyl)cyclohexanone, 7.6 g. (0.05 mole) of 5-aminosalicylic acid, and 40 ml. of glacial acetic acid was heated under reflux under nitrogen for 1.5 hours, cooled and filtered to provide 10.6 g. (61%) of solid, m.p. 214°-217°. Recrystallization from acetonitrile gave crystals, m.p. 217°-219°. Starting materials: C(C)(C)(C)OC(=O)N1CC2=CC=C(C=C2C1)N1CCN(CC1)C (5-(4-Methyl-piperazin-1-yl)-1,3-dihydro-isoindole-2-carboxylic acid tert-butyl ester), Cl (HCl), O1CCOCC1 (dioxane). Product: Cl.Cl.CN1CCN(CC1)C=1C=C2CNCC2=CC1 (5-(4-Methyl-piperazin-1-yl)-2,3-dihydro-1H-isoindole dihydrochloride). Reaction SMILES: C(OC([N:8]1[CH2:16][C:15]2[C:10](=[CH:11][CH:12]=[C:13]([N:17]3[CH2:22][CH2:21][N:20]([CH3:23])[CH2:19][CH2:18]3)[CH:14]=2)[CH2:9]1)=O)(C)(C)C.[ClH:24].O1CCOCC1>>[ClH:24].[ClH:24].[CH3:23][N:20]1[CH2:21][CH2:22][N:17]([C:13]2[CH:14]=[C:15]3[C:10](=[CH:11][CH:12]=2)[CH2:9][NH:8][CH2:16]3)[CH2:18][CH2:19]1 |f:3.4.5|. Reported procedure: 5-(4-Methyl-piperazin-1-yl)-1,3-dihydro-isoindole-2-carboxylic acid tert-butyl ester (247 mg, 0.78 mmol) was treated with 4M HCl in dioxane (4 mL, 4 mmol) for 24 hours. Concentration in vacuo afforded the title compound quantitatively, which was used directly in the coupling reaction. 1H NMR (DMSO-d6) 11.13 (1H, br.s), 9.99 (2H, br.s), 7.27 (1H, d), 7.02-7.00 (2H, m), 4.43-4.37 (4H, m), 3.82-3.75 (2H, m), 3.49-3.43 (2H, m), 3.15-3.10 (4H, m), 2.79-2.78 (3H, s), 1.52 (9H, s). MS: [M+H]+ 218.